This data is from the Open Reaction Database (ORD), a public repository of structured organic reaction records. The task is: describe an organic reaction: reactants, conditions, products, and yield The reactants are [Al+3], [H-], [H-], [H-], [H-], [Li+], CCOC(=O)c1cnc(Oc2ccccc2)s1, C1CCOC1. Product: OCc1cnc(Oc2ccccc2)s1. Reaction SMILES: [Al+3:19].[H-:18].[H-:21].[H-:22].[H-:23].[Li+:20].[O:1]([c:2]1[cH:3][cH:4][cH:5][cH:6][cH:7]1)[c:8]1[s:9][c:10]([C:13](=[O:14])[O:15][CH2:16][CH3:17])[cH:11][n:12]1.[O:24]1[CH2:25][CH2:26][CH2:27][CH2:28]1>>[O:1]([c:2]1[cH:3][cH:4][cH:5][cH:6][cH:7]1)[c:8]1[s:9][c:10]([CH2:13][OH:14])[cH:11][n:12]1. Reported procedure: 1-(((2-chloro-4-morpholinopyrido[3,2-d]pyrimidin-6-yl)methyl)(methyl)amino)-2-methylpropan-2-ol from Example 143 (0.12 g) was reacted with 1-(tert-butyldimethylsilyl)-5-fluoro-4-(4,4,5,5-tetramethyl-1,3,2-dioxaborolan-2-yl)-1H-indole via General Procedure A to produce 35.6 mg of 140 following reverse phase HPLC purification. MS (Q1) 465.2 (M)+ RXN SMILES: Cl[C:2]1[N:3]=[C:4]([N:20]2[CH2:25][CH2:24][O:23][CH2:22][CH2:21]2)[C:5]2[N:11]=[C:10]([CH2:12][N:13]([CH3:19])[CH2:14][C:15]([CH3:18])([OH:17])[CH3:16])[CH:9]=[CH:8][C:6]=2[N:7]=1.[Si]([N:33]1[C:41]2[C:36](=[C:37](B3OC(C)(C)C(C)(C)O3)[C:38]([F:42])=[CH:39][CH:40]=2)[CH:35]=[CH:34]1)(C(C)(C)C)(C)C>>[F:42][C:38]1[C:37]([C:2]2[N:3]=[C:4]([N:20]3[CH2:25][CH2:24][O:23][CH2:22][CH2:21]3)[C:5]3[N:11]=[C:10]([CH2:12][N:13]([CH3:19])[CH2:14][C:15]([CH3:18])([OH:17])[CH3:16])[CH:9]=[CH:8][C:6]=3[N:7]=2)=[C:36]2[C:41](=[CH:40][CH:39]=1)[NH:33][CH:34]=[CH:35]2. Yields the product FC=1C(=C2C=CNC2=CC1)C=1N=C(C2=C(N1)C=CC(=N2)CN(CC(C)(O)C)C)N2CCOCC2 (1-(((2-(5-fluoro-1H-indol-4-yl)-4-morpholinopyrido[3,2-d]pyrimidin-6-yl)methyl)(methyl)amino)-2-methylpropan-2-ol). Reactants: ClC=1N=C(C2=C(N1)C=CC(=N2)CN(CC(C)(O)C)C)N2CCOCC2 (1-(((2-chloro-4-morpholinopyrido[3,2-d]pyrimidin-6-yl)methyl)(methyl)amino)-2-methylpropan-2-ol), [Si](C)(C)(C(C)(C)C)N1C=CC2=C(C(=CC=C12)F)B1OC(C(O1)(C)C)(C)C (1-(tert-butyldimethylsilyl)-5-fluoro-4-(4,4,5,5-tetramethyl-1,3,2-dioxaborolan-2-yl)-1H-indole).